Dataset: the Open Reaction Database (ORD), a public repository of structured organic reaction records. Task: describe an organic reaction: reactants, conditions, products, and yield Reactants: C(C)(C)(C)[Si](O[C@H]([C@H](C=1OC(=NN1)C1=CC=C(C=C1)C#N)NC1=CC(=C(C#N)C=C1)C(F)(F)F)C)(C)C (4-((1R,2S)-2-(tert-butyldimethyl-silyloxy)-1-(5-(4-cyanophenyl)-1,3,4-oxadiazol-2-yl)propylamino)-2-(trifluoromethyl)benzo-nitrile), CCCC[N+](CCCC)(CCCC)CCCC.[F-] (TBAF). Run in C1CCOC1 (THF). Conditions: temperature 0 celsius, time 30 minute. Yields the product C(#N)C1=CC=C(C=C1)C1=NN=C(O1)[C@@H]([C@H](C)O)NC1=CC(=C(C#N)C=C1)C(F)(F)F (4-((1R,2S)-1-(5-(4-Cyanophenyl)-1,3,4-oxadiazol-2-yl)-2-hydroxypropylamino)-2-(trifluoro-methyl)benzonitrile). The yield is 86.8%. As a reaction SMILES: C([Si](C)(C)[O:6][C@@H:7]([CH3:35])[C@@H:8]([NH:22][C:23]1[CH:30]=[CH:29][C:26]([C:27]#[N:28])=[C:25]([C:31]([F:34])([F:33])[F:32])[CH:24]=1)[C:9]1[O:10][C:11]([C:14]2[CH:19]=[CH:18][C:17]([C:20]#[N:21])=[CH:16][CH:15]=2)=[N:12][N:13]=1)(C)(C)C.CCCC[N+](CCCC)(CCCC)CCCC.[F-]>C1COCC1>[C:20]([C:17]1[CH:16]=[CH:15][C:14]([C:11]2[O:10][C:9]([C@H:8]([NH:22][C:23]3[CH:30]=[CH:29][C:26]([C:27]#[N:28])=[C:25]([C:31]([F:32])([F:34])[F:33])[CH:24]=3)[C@@H:7]([OH:6])[CH3:35])=[N:13][N:12]=2)=[CH:19][CH:18]=1)#[N:21] |f:1.2|. Procedure details: To a pre-cooled (−55° C.) solution of 4-((1R,2S)-2-(tert-butyldimethyl-silyloxy)-1-(5-(4-cyanophenyl)-1,3,4-oxadiazol-2-yl)propylamino)-2-(trifluoromethyl)benzo-nitrile (900 mg, 1.17 mmol) in THF (120 mL) was added TBAF (2.05 mL, 2.05 mmol, 1 M solution in THF) over 10 min. Upon complete addition the reaction mixture was allowed to warm to 0° C. over 1 h, then stirred at 0° C. for a further 30 min and quenched with sat. aq. NH4Cl (150 mL). The resulting mixture was partitioned between H2O (150 m... Starting materials: C(C1=CC=CC=C1)OC1=NC(=CC(=C1CN1C(C2=C(C(=CC=C2CC1)C1=CC=NN1C)Cl)=O)C)C (2-{[2-(benzyloxy)-4,6-dimethylpyridin-3-yl]methyl}-8-chloro-7-(1-methyl-1H-pyrazol-5-yl)-3,4-dihydroisoquinolin-1(2H)-one). Run in C(=O)(C(F)(F)F)O (TFA). Yields the product ClC=1C(=CC=C2CCN(C(C12)=O)CC=1C(NC(=CC1C)C)=O)C1=CC=NN1C (8-chloro-2-[(4,6-dimethyl-2-oxo-1,2-dihydropyridin-3-yl)methyl]-7-(1-methyl-1H-pyrazol-5-yl)-3,4-dihydroisoquinolin-1(2H)-one). The yield is 17.8%. Reaction SMILES: C([O:8][C:9]1[C:14]([CH2:15][N:16]2[CH2:25][CH2:24][C:23]3[C:18](=[C:19]([Cl:32])[C:20]([C:26]4[N:30]([CH3:31])[N:29]=[CH:28][CH:27]=4)=[CH:21][CH:22]=3)[C:17]2=[O:33])=[C:13]([CH3:34])[CH:12]=[C:11]([CH3:35])[N:10]=1)C1C=CC=CC=1>C(O)(C(F)(F)F)=O>[Cl:32][C:19]1[C:20]([C:26]2[N:30]([CH3:31])[N:29]=[CH:28][CH:27]=2)=[CH:21][CH:22]=[C:23]2[C:18]=1[C:17](=[O:33])[N:16]([CH2:15][C:14]1[C:9](=[O:8])[NH:10][C:11]([CH3:35])=[CH:12][C:13]=1[CH3:34])[CH2:25][CH2:24]2. Reported procedure: A solution of 2-{[2-(benzyloxy)-4,6-dimethylpyridin-3-yl]methyl}-8-chloro-7-(1-methyl-1H-pyrazol-5-yl)-3,4-dihydroisoquinolin-1(2H)-one (66c, 60 mg, 0.12 mmol) in TFA (3 mL) was stirred at room temperature overnight. The reaction mixture was concentrated under vacuum and the residue purified by prep chromatography to give the title compound (Example 66, 8.5 mg, 17%) as a white solid. 1H NMR (700 MHz, DMSO-d6) δ 11.56 (br. s, 1H) 7.44 (d, J=7.70 Hz, 1H) 7.35 (d, J=7.70 Hz, 1H) 7.50 (d, J=1.76 Hz,... Reactants: CCCC[C@@H]1[C@H]([C@@H](OC(=O)[C@H]([C@H](OC1=O)C)NC(=O)C2=C(C(=CC=C2)NC=O)O)C)OC(=O)C(C)CC (AA3a), nitro, Me2NNH2 FeCl3, ClCCN1CCCC1 (2-chloroethylpyrrolidine), [H-].[Na+] (NaH), CN(C)C=O (DMF). Yields the product NC1=CC=CC2=NC(N=C21)=O (aminobenzimidazolone). RXN SMILES: CCCC[C@H]1C(=O)O[C@H](C)[C@H](NC(C2[CH:25]=[CH:24][CH:23]=[C:22]([NH:26]C=O)[C:21]=2O)=O)C(=O)O[C@@H](C)[C@@H]1OC(C(CC)C)=O.ClCC[N:41]1CCCC1.[H-].[Na+].C[N:49]([CH:51]=[O:52])[CH3:50]>>[NH2:26][C:22]1[C:21]2[C:50](=[N:49][C:51](=[O:52])[N:41]=2)[CH:25]=[CH:24][CH:23]=1 |f:2.3|. Procedure details: As a typical example of this convergent solution-phase method, Compound 1 may be synthesized as described in Scheme AA. Thus, treatment of 5-nitrobenzimidazolone AA1 with 2,6-diCl-Bn-Br in the presence of NaH in DMF afforded two regioisomers AA2a and AA3a (ca. 1:1 ratio), which were then separated by flash column. A small amount of bis-alkylated product was also obtained. The isolated AA3a was further alkylated with 2-chloroethylpyrrolidine by using NaH as a base in DMF to give the di-alkylated ...